This data is from the Open Reaction Database (ORD), a public repository of structured organic reaction records. The task is: describe an organic reaction: reactants, conditions, products, and yield The reactants are [Br-], CC1(C)C=C(n2ccc(C=O)cc2=O)c2cc(C#N)ccc2O1, C[Mg+], [Cl-], [NH4+], C1CCOC1. Yields the product CC(O)c1ccn(C2=CC(C)(C)Oc3ccc(C#N)cc32)c(=O)c1. RXN SMILES: [Br-:24].[C:1](#[N:2])[c:3]1[cH:4][c:5]2[c:6]([cH:22][cH:23]1)[O:7][C:8]([CH3:20])([CH3:21])[CH:9]=[C:10]2[n:11]1[c:12](=[O:19])[cH:13][c:14]([CH:17]=[O:18])[cH:15][cH:16]1.[CH3:25][Mg+:26].[Cl-:27].[NH4+:28].[O:29]1[CH2:30][CH2:31][CH2:32][CH2:33]1>>[C:1](#[N:2])[c:3]1[cH:4][c:5]2[c:6]([cH:22][cH:23]1)[O:7][C:8]([CH3:20])([CH3:21])[CH:9]=[C:10]2[n:11]1[c:12](=[O:19])[cH:13][c:14]([CH:17]([OH:18])[CH3:25])[cH:15][cH:16]1. Reactants: O=C([O-])[O-], CCCCCC, ClC(Cl)Cl, CN(C)CCSC1Cc2ccccc2Oc2ccc(F)cc21, [K+], [K+], N#CBr. Yields the product Fc1ccc2c(c1)C(SCCBr)Cc1ccccc1O2. Reaction SMILES: [C:4](=[O:5])([O-:6])[O-:7].[CH3:32][CH2:33][CH2:34][CH2:35][CH2:36][CH3:37].[CH:38]([Cl:39])([Cl:40])[Cl:41].[F:10][c:11]1[cH:12][c:13]2[c:14]([cH:30][cH:31]1)[O:15][c:16]1[c:17]([cH:26][cH:27][cH:28][cH:29]1)[CH2:18][CH:19]2[S:20][CH2:21][CH2:22][N:23]([CH3:24])[CH3:25].[K+:8].[K+:9].[N:1]#[C:2][Br:3]>>[CH2:2]([Br:3])[CH2:21][S:20][CH:19]1[c:13]2[cH:12][c:11]([F:10])[cH:31][cH:30][c:14]2[O:15][c:16]2[c:17]([cH:26][cH:27][cH:28][cH:29]2)[CH2:18]1. Reactants: C(C)(C)NC(C)C (diisopropylamine), C(CCC)[Li] (n-butyllithium), C=O (paraformaldehyde), C(C)C=1C=CC(=NC1)C (5-ethyl-2-methylpyridine). Run in C1CCOC1 (THF), CCOC(=O)C (EtOAc), C1CCOC1 (THF). Run at temperature -78 celsius, time 10 minute. The product is C(C)C=1C=CC(=NC1)CCO (2-(5-Ethyl-pyridin-2-yl)-ethanol). Reaction SMILES: C(NC(C)C)(C)C.C([Li])CCC.[CH2:13]([C:15]1[CH:16]=[CH:17][C:18]([CH3:21])=[N:19][CH:20]=1)[CH3:14].[CH2:22]=[O:23]>C1COCC1.CCOC(C)=O>[CH2:13]([C:15]1[CH:16]=[CH:17][C:18]([CH2:21][CH2:22][OH:23])=[N:19][CH:20]=1)[CH3:14]. Reported procedure: To a cooled solution (−10° C.) of diisopropylamine (2.31 mL, 16.5 mL) in THF (45 mL) is added dropwise (2.5M) n-butyllithium (6.6 mL, 16.5 mmol), let stir 10 min. then cooled to −78° C. To this mixture is added dropwise a solution of 5-ethyl-2-methylpyridine (1.98 mL, 15 mmol) in THF (3 mL) and let stir for 10 min at −78° C. To the reaction mixture is added paraformaldehyde (1.13 g, 37.5 mmol), the cold bath removed and stirring continued for 1 hr. Quenched reaction with H2O, diluted with EtOAc ... Starting materials: COC=1C=C2C=CC(=CC2=CC1)C=1N=C(NC1C1=CC=NC=C1)C(CN)(C)C (2-(4-(6-methoxy-napthalen-2-yl)-5-pyridin-4-yl-1H-imidazol-2-yl)-2-methyl-propylamine), CO[BH-](OC)OC.[Na+] (sodium trimethoxyborohydride). Solvent: O (water), ClCCl (dichloromethane). Conditions: time 4 hour. Yields the product C1(CCCCC1)CNCC(C)(C)C=1NC(=C(N1)C1=CC2=CC=C(C=C2C=C1)OC)C1=CC=NC=C1 (Cyclohexylmethyl-(2-(4-(6-methoxy-napthalen-2-yl)-5-pyridin-4-yl-1H-imidazol-2-yl)-2-methyl-propyl)-amine). Isolated yield 85.4%. As a reaction SMILES: [CH3:1][O:2][C:3]1[CH:4]=[C:5]2[C:10](=[CH:11][CH:12]=1)[CH:9]=[C:8]([C:13]1[N:14]=[C:15]([C:24]([CH3:28])([CH3:27])[CH2:25][NH2:26])[NH:16][C:17]=1[C:18]1[CH:23]=[CH:22][N:21]=[CH:20][CH:19]=1)[CH:7]=[CH:6]2.CO[BH-](OC)OC.[Na+]>ClCCl.O>[CH:5]1([CH2:6][NH:26][CH2:25][C:24]([C:15]2[NH:16][C:17]([C:18]3[CH:23]=[CH:22][N:21]=[CH:20][CH:19]=3)=[C:13]([C:8]3[CH:7]=[CH:6][C:5]4[C:10](=[CH:11][CH:12]=[C:3]([O:2][CH3:1])[CH:4]=4)[CH:9]=3)[N:14]=2)([CH3:28])[CH3:27])[CH2:10][CH2:11][CH2:12][CH2:3][CH2:4]1 |f:1.2|. Reported procedure: A solution of the product of Example 2 (20 mg, 0.05 mmol) in dichloromethane (2 mL) was treated with cyclohexaldehyde (3 mg, 0.07 mmol) and sodium trimethoxyborohydride (9 mg, 0.07 mmol). The solution was stirred at room temperature for 4 hours. The mixture was diluted with water and extracted with ethyl acetate. The aqueous layer was separated and extracted with additional ethyl acetate, the organic layers were combined, dried over anhydrous magnesium sulphate, filtered and concentrated at redu... Reactants: [H-].[Na+] (Sodium hydride), C(CCCCCCC)C=1C=C2CC(CC2=CC1)=O (5-Octyl-2-indanone), 2A, C(=O)OCC (ethyl formate), C1(=CC=C(C=C1)S(=O)(=O)Cl)C (p-toluenesulfonyl chloride). Run in O (water), C1(=CC=CC=C1)C (toluene), C1CCOC1 (THF). The product is C(CCCCCCC)C=1C=C2CC(C(C2=CC1)=C)=O (5-Octyl-1-methylene-indan-2-one). As a reaction SMILES: [CH2:1]([C:9]1[CH:10]=[C:11]2[C:15](=[CH:16][CH:17]=1)[CH2:14][C:13](=[O:18])[CH2:12]2)[CH2:2][CH2:3][CH2:4][CH2:5][CH2:6][CH2:7][CH3:8].[CH:19](OCC)=O.[H-].[Na+].C1(C)C=CC(S(Cl)(=O)=O)=CC=1>C1(C)C=CC=CC=1.C1COCC1.O>[CH2:1]([C:9]1[CH:10]=[C:11]2[C:15](=[CH:16][CH:17]=1)[C:14](=[CH2:19])[C:13](=[O:18])[CH2:12]2)[CH2:2][CH2:3][CH2:4][CH2:5][CH2:6][CH2:7][CH3:8] |f:2.3|. Reported procedure: 5-Octyl-2-indanone, 2A (5.00 g, 20.5 mmol) and ethyl formate (3.70 g, 50 mmol) are dissolved in toluene (40 mL). Sodium hydride (1.15 g, 50 mmol) is added and the reaction brought to reflux for 6 hours with continuous removal of water. The reaction mixture is cooled to room temperature and p-toluenesulfonyl chloride (3.75 g, 21.0 mmol) dissolved in THF (20 mL) added. The reaction mixture is maintained under inert atmosphere for 12 hours and filtered. The solvent is removed in vacuo to yield a vi... As a reaction SMILES: C([O:8][CH2:9][C@H:10]1[CH2:14][O:13][C:12]([CH3:16])([CH3:15])[O:11]1)C1C=CC=CC=1>C(O)C.[C].[Pd]>[CH3:15][C:12]1([CH3:16])[O:11][C@@H:10]([CH2:9][OH:8])[CH2:14][O:13]1 |f:2.3|. Yields the product CC1(OC[C@@H](O1)CO)C ((S)-2,2-dimethyl-1,3-dioxolane-4-methanol). Starting materials: C(C1=CC=CC=C1)OC[C@@H]1OC(OC1)(C)C ((S)-4-benzyloxymethyl-2,2-dimethyl-1,3-dioxolane). The reagents and catalysts are [C].[Pd] (palladium-carbon), [C].[Pd] (Palladium-carbon). Run in C(C)O (ethanol). Procedure: 10% Palladium-carbon (2.63 g) was added to (S)-4-benzyloxymethyl-2,2-dimethyl-1,3-dioxolane (9.267 g, 41.69 mmol) in ethanol (250 ml) and the mixture was stirred for 3 hours at 25° C. under an atmosphere of hydrogen. After the reaction was over, palladium-carbon was filtered off and the solvent was condensed in vacuo. The crude product was distilled to give 4.68 g of (S)-2,2-dimethyl-1,3-dioxolane-4-methanol (yield 85%, b.p. 65° C. at 3 mmHg, optical purity 97.5% e.e., specific rotation [α]D20+ ... Run at temperature 25 celsius, time 3 hour. Isolated yield 84.9%. Reactants: CN(C)c1cc(-c2ccc3nc(N)sc3c2)cnc1Cl, ClCCl, O=C(Cl)COc1ccccc1, c1ccncc1. Yields the product CN(C)c1cc(-c2ccc3nc(NC(=O)COc4ccccc4)sc3c2)cnc1Cl. Reaction SMILES: [Cl:1][c:2]1[c:3]([N:18]([CH3:19])[CH3:20])[cH:4][c:5](-[c:8]2[cH:9][c:10]3[c:11]([n:12][c:13]([NH2:15])[s:14]3)[cH:16][cH:17]2)[cH:6][n:7]1.[Cl:38][CH2:39][Cl:40].[O:21]([c:22]1[cH:23][cH:24][cH:25][cH:26][cH:27]1)[CH2:28][C:29](=[O:30])[Cl:31].[cH:32]1[cH:33][cH:34][n:35][cH:36][cH:37]1>>[Cl:1][c:2]1[c:3]([N:18]([CH3:19])[CH3:20])[cH:4][c:5](-[c:8]2[cH:9][c:10]3[c:11]([n:12][c:13]([NH:15][C:29]([CH2:28][O:21][c:22]4[cH:23][cH:24][cH:25][cH:26][cH:27]4)=[O:30])[s:14]3)[cH:16][cH:17]2)[cH:6][n:7]1.